This data is from the Open Reaction Database (ORD), a public repository of structured organic reaction records. The task is: describe an organic reaction: reactants, conditions, products, and yield Yields the product CCN(CC)C(=O)CN(c1ccc(C)cc1)S(=O)(=O)C=Cc1ccccc1. Reaction SMILES: [Br:1][CH2:2][C:3](=[O:4])[N:5]([CH2:6][CH3:7])[CH2:8][CH3:9].[CH3:10][c:11]1[cH:12][cH:13][c:14]([NH2:15])[cH:16][cH:17]1.[c:18]1([CH:24]=[CH:25][S:26](=[O:27])(=[O:28])[Cl:29])[cH:19][cH:20][cH:21][cH:22][cH:23]1>>[CH2:2]([C:3](=[O:4])[N:5]([CH2:6][CH3:7])[CH2:8][CH3:9])[N:15]([c:14]1[cH:13][cH:12][c:11]([CH3:10])[cH:17][cH:16]1)[S:26]([CH:25]=[CH:24][c:18]1[cH:19][cH:20][cH:21][cH:22][cH:23]1)(=[O:27])=[O:28]. The reactants are CCN(CC)C(=O)CBr, Cc1ccc(N)cc1, O=S(=O)(Cl)C=Cc1ccccc1. The reactants are COC1=C(C=CC(=C1)CC[N+](=O)[O-])O (2-methoxy-4-(2-nitro-ethyl)-phenol), O.NN (hydrazine hydrate). Reagents/catalysts: [Ni] (Raney-nickel). Run in C(C)O (ethanol). Reaction conditions: time 1 hour. The product is NCCC1=CC(=C(C=C1)O)OC (4-(2-amino-ethyl)-2-methoxy-phenol). As a reaction SMILES: [CH3:1][O:2][C:3]1[CH:8]=[C:7]([CH2:9][CH2:10][N+:11]([O-])=O)[CH:6]=[CH:5][C:4]=1[OH:14].O.NN>C(O)C.[Ni]>[NH2:11][CH2:10][CH2:9][C:7]1[CH:6]=[CH:5][C:4]([OH:14])=[C:3]([O:2][CH3:1])[CH:8]=1 |f:1.2|. Procedure: To 2-methoxy-4-(2-nitro-ethyl)-phenol (2.0 g) and Raney-nickel (3.7 g) in ethanol (30 ml) is added hydrazine hydrate (3.8 g) during 30 minutes. The reaction mixture is stirred for 1 hour at room temperature. After filtration the reaction mixture is poured into water (350 ml). It is extracted with ethyl acetate (2×400 ml) washed with brine (2×50 ml) dried (Na2SO4) and evaporated. 4-(2-amino-ethyl)-2-methoxy-phenol is obtained as colorless crystals. Starting materials: N1=CC=C(C=C1)CN (4-picolylamine), BrC1=C(C(N(N=C1)CC)=O)C#N (5-bromo-4-cyano-2-ethylpyridazin-3-(2H)-one). The solvent is C(C)O (ethanol), C(C)O (ethanol). Yields the product C(#N)C=1C(N(N=CC1NCC1=CC=NC=C1)CC)=O (4-cyano-2-ethyl-5-(4-pyridylmethylamino)pyridazin-3-(2H)-one). Yield: 62.5%. RXN SMILES: [N:1]1[CH:6]=[CH:5][C:4]([CH2:7][NH2:8])=[CH:3][CH:2]=1.Br[C:10]1[CH:15]=[N:14][N:13]([CH2:16][CH3:17])[C:12](=[O:18])[C:11]=1[C:19]#[N:20]>C(O)C>[C:19]([C:11]1[C:12](=[O:18])[N:13]([CH2:16][CH3:17])[N:14]=[CH:15][C:10]=1[NH:8][CH2:7][C:4]1[CH:5]=[CH:6][N:1]=[CH:2][CH:3]=1)#[N:20]. Reported procedure: Into 5 ml of an absolute ethanol solution of 0.16 g of 4-picolylamine, 5 ml of an absolute ethanol suspension of 0.11 g of 5-bromo-4-cyano-2-ethylpyridazin-3-(2H)-one, was dropwise added under cooling with ice over a period of 20 minutes. After completion of the dropwise addition, the mixture was reacted at room temperature for one hour. Then, ethanol was distilled off under reduced pressure, and the residue was extracted with ethyl acetate. The extract was washed once with water and dried over ... Conditions: temperature 100 celsius, time 1 hour. Yields the product ClC1=C2C(=C3C4=C(NC3=C1)C(NCC4)=O)CCO2 (4-chloro-1,2,6,8,9,10-hexahydro-7H-furo[3,2-e]pyrido[3,4-b]indol-7-one). Starting materials: ClC1=CC(=CC=2CCOC21)NN=C2C(NCCC2)=O (3-[(7-chloro-2,3-dihydro-1-benzofuran-5-yl)hydrazinylidene]piperidin-2-one), C(=O)O (formic acid). As a reaction SMILES: [Cl:1][C:2]1[C:10]2[O:9][CH2:8][CH2:7][C:6]=2[CH:5]=[C:4]([NH:11]N=C2CCCNC2=O)[CH:3]=1.[CH:20]([OH:22])=O>>[Cl:1][C:2]1[CH:3]=[C:4]2[C:5]([C:2]3[CH2:3][CH2:4][NH:11][C:20](=[O:22])[C:10]=3[NH:11]2)=[C:6]2[CH2:7][CH2:8][O:9][C:10]=12. Reported procedure: A mixture of 3-[(7-chloro-2,3-dihydro-1-benzofuran-5-yl)hydrazinylidene]piperidin-2-one (a mixture of E and Z isomers) (3.66 g) and formic acid (65.4 mL) was stirred at 100° C. for 1 hour. After cooling to room temperature, the reaction mixture was concentrated under reduced pressure and the obtained residue was purified by silica gel column chromatography (chloroform:methanol=100:0 to 95:5) to obtain an orange solid. This solid was washed with ethyl acetate to obtain a mixture (1.74 g) of 4-chl...